Task: describe an organic reaction: reactants, conditions, products, and yield. Dataset: the Open Reaction Database (ORD), a public repository of structured organic reaction records Run in C1CCOC1 (THF), O (water). Procedure details: A mixture of 3.78 g (10 mmol) 4-tert-Butoxycarbonylamino-piperidine-1,4-dicarboxylic acid monobenzyl ester (commercially available), 1.76 g (13 mmol) 4-isopropyl-aniline (commercially available), 2.1 g (11 mmol) EDCI and 1.36 g (11 mmol) DMAP in 50 mL THF was stirred at room temperature over night. After concentration of the mixture ethyl acetate and water was added. The mixture was extracted with ethyl acetate and the combined organic fractions were dried with MgSO4 and evaporated. The residue ... Reaction SMILES: [CH2:1]([O:8][C:9]([N:11]1[CH2:16][CH2:15][C:14]([NH:20][C:21]([O:23][C:24]([CH3:27])([CH3:26])[CH3:25])=[O:22])([C:17](O)=[O:18])[CH2:13][CH2:12]1)=[O:10])[C:2]1[CH:7]=[CH:6][CH:5]=[CH:4][CH:3]=1.[CH:28]([C:31]1[CH:37]=[CH:36][C:34]([NH2:35])=[CH:33][CH:32]=1)([CH3:30])[CH3:29].CCN=C=NCCCN(C)C.C(OCC)(=O)C>CN(C1C=CN=CC=1)C.C1COCC1.O>[CH2:1]([O:8][C:9]([N:11]1[CH2:12][CH2:13][C:14]([NH:20][C:21]([O:23][C:24]([CH3:27])([CH3:26])[CH3:25])=[O:22])([C:17](=[O:18])[NH:35][C:34]2[CH:36]=[CH:37][C:31]([CH:28]([CH3:30])[CH3:29])=[CH:32][CH:33]=2)[CH2:15][CH2:16]1)=[O:10])[C:2]1[CH:3]=[CH:4][CH:5]=[CH:6][CH:7]=1. Reactants: C(C1=CC=CC=C1)OC(=O)N1CCC(CC1)(C(=O)O)NC(=O)OC(C)(C)C (4-tert-Butoxycarbonylamino-piperidine-1,4-dicarboxylic acid monobenzyl ester), C(C)(C)C1=CC=C(N)C=C1 (4-isopropyl-aniline), CCN=C=NCCCN(C)C (EDCI), C(C)(=O)OCC (ethyl acetate). The reagents and catalysts are CN(C)C=1C=CN=CC1 (DMAP). Yields the product C(C1=CC=CC=C1)OC(=O)N1CCC(CC1)(C(NC1=CC=C(C=C1)C(C)C)=O)NC(=O)OC(C)(C)C (4-tert-Butoxycarbonylamino-4-(4-isopropyl-phenylcarbamoyl)-piperidine-1-carboxylic acid benzyl ester).